This data is from the Open Reaction Database (ORD), a public repository of structured organic reaction records. The task is: describe an organic reaction: reactants, conditions, products, and yield Starting materials: [H-], CC(O)I, [Na+], CN(C)C=O, CC(C)(C)OC(=O)NC1CCN(c2cnc3nnn(Cc4ccc5ncccc5c4)c3n2)C1. Yields the product OCCNC1CCN(c2cnc3nnn(Cc4ccc5ncccc5c4)c3n2)C1. As a reaction SMILES: [H-:35].[I:36][CH:37]([CH3:38])[OH:39].[Na+:34].[O:40]=[CH:41][N:42]([CH3:43])[CH3:44].[n:1]1[cH:2][cH:3][cH:4][c:5]2[cH:6][c:7]([CH2:11][n:12]3[n:13][n:14][c:15]4[c:16]3[n:17][c:18]([N:21]3[CH2:22][CH:23]([NH:26][C:27](=[O:28])[O:29][C:30]([CH3:31])([CH3:32])[CH3:33])[CH2:24][CH2:25]3)[cH:19][n:20]4)[cH:8][cH:9][c:10]12>>[n:1]1[cH:2][cH:3][cH:4][c:5]2[cH:6][c:7]([CH2:11][n:12]3[n:13][n:14][c:15]4[c:16]3[n:17][c:18]([N:21]3[CH2:22][CH:23]([NH:26][CH2:27][CH2:37][OH:39])[CH2:24][CH2:25]3)[cH:19][n:20]4)[cH:8][cH:9][c:10]12.